This data is from the Open Reaction Database (ORD), a public repository of structured organic reaction records. The task is: describe an organic reaction: reactants, conditions, products, and yield The reactants are [N+](=O)([O-])C=1C=C2NC(C=3N(C2=CC1)C=NN3)=O (7-nitro-1,2,4-triazolo[4,3-a]quinoxalin-4(5H)-one), [N+](=O)([O-])[O-].[K+] (KNO3). The solvent is OS(=O)(=O)O (H2SO4). Conditions: temperature 50 celsius, time 2 hour. Yields the product [N+](=O)([O-])C=1C=C2NC(C=3N(C2=CC1[N+](=O)[O-])C=NN3)=O (7,8-dinitro-1,2,4-triazolo[4,3-a]quinoxalin-4(5H)-one). As a reaction SMILES: [N+:1]([C:4]1[CH:5]=[C:6]2[C:11](=[CH:12][CH:13]=1)[N:10]1[CH:14]=[N:15][N:16]=[C:9]1[C:8](=[O:17])[NH:7]2)([O-:3])=[O:2].[N+:18]([O-])([O-:20])=[O:19].[K+]>OS(O)(=O)=O>[N+:1]([C:4]1[CH:5]=[C:6]2[C:11](=[CH:12][C:13]=1[N+:18]([O-:20])=[O:19])[N:10]1[CH:14]=[N:15][N:16]=[C:9]1[C:8](=[O:17])[NH:7]2)([O-:3])=[O:2] |f:1.2|. Reported procedure: This product (17) was dissolved in H2SO4 and cooled in an ice/H2O bath. KNO3 was added and the ice bath removed. The solution was stirred an additional 2 hours and then heated at 50° C. for 40 hours, yielding 7,8-dinitro-1,2,4-triazolo[4,3-a]quinoxalin-4(5H)-one (18). Starting materials: CCC(N)CC, COC(=O)c1c(Cl)cc(C)nc1Oc1c(C)cc(C)cc1C, CS(C)=O. The product is CCC(CC)Nc1cc(C)nc(Oc2c(C)cc(C)cc2C)c1C(=O)OC. RXN SMILES: [CH2:23]([CH3:24])[CH:25]([CH2:26][CH3:27])[NH2:28].[CH3:1][O:2][C:3]([c:4]1[c:5]([O:12][c:13]2[c:14]([CH3:21])[cH:15][c:16]([CH3:20])[cH:17][c:18]2[CH3:19])[n:6][c:7]([CH3:11])[cH:8][c:9]1[Cl:10])=[O:22].[CH3:29][S:30]([CH3:31])=[O:32]>>[CH3:1][O:2][C:3]([c:4]1[c:5]([O:12][c:13]2[c:14]([CH3:21])[cH:15][c:16]([CH3:20])[cH:17][c:18]2[CH3:19])[n:6][c:7]([CH3:11])[cH:8][c:9]1[NH:28][CH:25]([CH2:23][CH3:24])[CH2:26][CH3:27])=[O:22]. Run in C=1(C(=CC=CC1)C)C (xylene). Procedure details: A solution of 1-[5-trifluoromethylpyrid-2-yl]-1-methyl hydrazine (5.9 g; 0.031 mol), 3-methyl-2-butanone (5.6 g; 0.065 mol) and p-toluenesulphonic acid (0.1 g) in xylene (30 ml) was heated under reflux, with water removal (azeotrope), for 7 h. The solution was concentrated to yield an oil which was purified by distillation (70° C./72 mbar) to yield 3-methyl-2-butanone 1-[5-trifluoromethylpyrid-2-yl]-1-methyl hydrazone as a yellow oil (5.8 g; 72%). ##STR15## RXN SMILES: [F:1][C:2]([F:13])([F:12])[C:3]1[CH:4]=[CH:5][C:6]([N:9]([CH3:11])[NH2:10])=[N:7][CH:8]=1.[CH3:14][CH:15]([CH3:19])[C:16](=O)[CH3:17].C1(C)C=CC(S(O)(=O)=O)=CC=1.O>C1(C)C(C)=CC=CC=1>[F:13][C:2]([F:1])([F:12])[C:3]1[CH:4]=[CH:5][C:6]([N:9]([CH3:11])[N:10]=[C:16]([CH:15]([CH3:19])[CH3:14])[CH3:17])=[N:7][CH:8]=1. Starting materials: O (water), FC(C=1C=CC(=NC1)N(N)C)(F)F (1-[5-trifluoromethylpyrid-2-yl]-1-methyl hydrazine), CC(C(C)=O)C (3-methyl-2-butanone), C1(=CC=C(C=C1)S(=O)(=O)O)C (p-toluenesulphonic acid). Yields the product FC(C=1C=CC(=NC1)N(N=C(C)C(C)C)C)(F)F (3-methyl-2-butanone 1-[5-trifluoromethylpyrid-2-yl]-1-methyl hydrazone). Reaction SMILES: ClC1C=CC=CC=1N1C(=O)C2C3C=CC=CC=3NC(=O)C=2N1.ClC1C=C(N2C(=O)C3C4C=CC=CC=4NC(=O)C=3N2)C=CC=1.ClC1C=CC(N2C(=O)C3C4C=CC=CC=4NC(=O)C=3N2)=CC=1.COC1C=CC(N2C(=O)C3C4C=CC=CC=4NC(=O)C=3N2)=CC=1.[Cl:90][C:91]1[CH:92]=[CH:93][C:94]2[C:95]3[C:104](=[O:105])[N:103]([C:106]4[CH:111]=[CH:110][C:109](OC)=[CH:108][CH:107]=4)[NH:102][C:96]=3[C:97](=[O:101])[NH:98][C:99]=2[CH:100]=1>>[Cl:90][C:91]1[CH:92]=[CH:93][C:94]2[C:95]3[C:104](=[O:105])[N:103]([C:106]4[CH:111]=[CH:110][CH:109]=[CH:108][CH:107]=4)[NH:102][C:96]=3[C:97](=[O:101])[NH:98][C:99]=2[CH:100]=1. Yields the product ClC=1C=CC=2C3=C(C(NC2C1)=O)NN(C3=O)C3=CC=CC=C3 (7-chloro-3,5-dihydro-2-phenyl-1H-pyrazolo[3,4-c]quinoline-1,4(2H)-dione). Procedure: 2-(2-chlorophenyl)-3,5-dihydro-1H-pyrazolo[3,4-c]quinoline-1,4(2H)-dione; 2-(3-chlorophenyl)-3,5-dihydro-1H-pyrazolo[3,4-c]quinoline-1,4(2H)-dione; 2-(4-chlorophenyl)-3,5-dihydro-1H-pyrazolo[3,4-c]quinoline-1,4(2H)-dione; 3,5-dihydro-2-(4-methoxyphenyl)-1H-pyrazolo[3,4-c]quinoline-1,4(2H)dione; 7-chloro-3,5-dihydro-2-(4-methoxyphenyl)-1H-pyrazolo[3,4-c]quinoline-1,4(2H)-dione; and salts and prodrugs thereof. Starting materials: ClC1=C(C=CC=C1)N1NC=2C(NC=3C=CC=CC3C2C1=O)=O (2-(2-chlorophenyl)-3,5-dihydro-1H-pyrazolo[3,4-c]quinoline-1,4(2H)-dione), COC1=CC=C(C=C1)N1NC=2C(NC=3C=CC=CC3C2C1=O)=O (3,5-dihydro-2-(4-methoxyphenyl)-1H-pyrazolo[3,4-c]quinoline-1,4(2H)dione), ClC=1C=CC=2C3=C(C(NC2C1)=O)NN(C3=O)C3=CC=C(C=C3)OC (7-chloro-3,5-dihydro-2-(4-methoxyphenyl)-1H-pyrazolo[3,4-c]quinoline-1,4(2H)-dione), ClC=1C=C(C=CC1)N1NC=2C(NC=3C=CC=CC3C2C1=O)=O (2-(3-chlorophenyl)-3,5-dihydro-1H-pyrazolo[3,4-c]quinoline-1,4(2H)-dione), ClC1=CC=C(C=C1)N1NC=2C(NC=3C=CC=CC3C2C1=O)=O (2-(4-chlorophenyl)-3,5-dihydro-1H-pyrazolo[3,4-c]quinoline-1,4(2H)-dione). Starting materials: Brc1cccnc1, CC(C)(C)[O-], CC(C)(C)OC(=O)N1CCC2CNCC21, [Na+]. Product: CC(C)(C)OC(=O)N1CCC2CN(c3cccnc3)CC21. RXN SMILES: [Br:16][c:17]1[cH:18][n:19][cH:20][cH:21][cH:22]1.[CH3:23][C:24]([CH3:25])([O-:26])[CH3:27].[N:1]1([C:9](=[O:10])[O:11][C:12]([CH3:13])([CH3:14])[CH3:15])[CH:2]2[CH:3]([CH2:4][CH2:5]1)[CH2:6][NH:7][CH2:8]2.[Na+:28]>>[N:1]1([C:9](=[O:10])[O:11][C:12]([CH3:13])([CH3:14])[CH3:15])[CH:2]2[CH:3]([CH2:4][CH2:5]1)[CH2:6][N:7]([c:17]1[cH:18][n:19][cH:20][cH:21][cH:22]1)[CH2:8]2. Starting materials: [BH4-].[Na+] (sodium borohydride), BrC=1C=C(C=CC1)C1OCC2=C(N1)C=CC=C2 (2-(3-bromo-phenyl)-1,4-dihydro-2H-benzo[d][1,3]oxazine). The solvent is C(C)O (ethanol). Yields the product BrC=1C=C(CNC2=C(C=CC=C2)CO)C=CC1 ([2-(3-Bromo-benzylamino)-phenyl]-methanol). Isolated yield 86.4%. Reaction SMILES: [BH4-].[Na+].[Br:3][C:4]1[CH:5]=[C:6]([CH:10]2[NH:15][C:14]3[CH:16]=[CH:17][CH:18]=[CH:19][C:13]=3[CH2:12][O:11]2)[CH:7]=[CH:8][CH:9]=1>C(O)C>[Br:3][C:4]1[CH:5]=[C:6]([CH:7]=[CH:8][CH:9]=1)[CH2:10][NH:15][C:14]1[CH:16]=[CH:17][CH:18]=[CH:19][C:13]=1[CH2:12][OH:11] |f:0.1|. Reported procedure: Under a nitrogen atmosphere, sodium borohydride (0.1172 mol) was added slowly to a mixture of 2-(3-bromo-phenyl)-1,4-dihydro-2H-benzo[d][1,3]oxazine (0.0586 mol) in ethanol (200 mL). The reaction mixture was stirred and refluxed for 1 hour. The mixture was cooled on an ice-water bath, quenched with NH4Cl 20% and extracted with DCM. The organic layer was dried, filtered and the solvent was evaporated, yielding 14.8 g of the desired product. The reactants are [OH-].[K+] (KOH), COC(CC(=O)NC1=CC(=C(C(=C1)C)OC1=CC(=C(C=C1)O)C(C)C)C)=O (N-[4-(4-hydroxy-3-isopropyl-phenoxy)-3,5-dimethyl-phenyl]-malonamic acid methyl ester). The solvent is O (H2O), CO (MeOH), O (H2O). Conditions: time 4 hour. Product: OC1=C(C=C(OC2=C(C=C(C=C2C)NC(CC(=O)O)=O)C)C=C1)C(C)C (N-[4-(4-Hydroxy-3-isopropyl-phenoxy)-3,5-dimethyl-phenyl]-malonamic acid), Example 1. RXN SMILES: C[O:2][C:3](=[O:27])[CH2:4][C:5]([NH:7][C:8]1[CH:13]=[C:12]([CH3:14])[C:11]([O:15][C:16]2[CH:21]=[CH:20][C:19]([OH:22])=[C:18]([CH:23]([CH3:25])[CH3:24])[CH:17]=2)=[C:10]([CH3:26])[CH:9]=1)=[O:6].[OH-].[K+]>CO.O>[OH:22][C:19]1[CH:20]=[CH:21][C:16]([O:15][C:11]2[C:10]([CH3:26])=[CH:9][C:8]([NH:7][C:5](=[O:6])[CH2:4][C:3]([OH:27])=[O:2])=[CH:13][C:12]=2[CH3:14])=[CH:17][C:18]=1[CH:23]([CH3:25])[CH3:24] |f:1.2|. Reported procedure: To a solution of N-[4-(4-hydroxy-3-isopropyl-phenoxy)-3,5-dimethyl-phenyl]-malonamic acid methyl ester (29 mg, 0.08 mmol) in a mixture of MeOH (1 mL) and H2O (1 mL) was added 3 N KOH (0.9 mmol, 0.3 mL). After stirring at RT for 4 h, H2O (10 mL) was added. The solution was washed with EtOAc (2×10 mL) and acidified with 1 N HCl. The aqueous solution was extracted with EtOAc (3×10 mL). The combined organic extracts were washed with brine, dried and concentrated to give the title compound of Step E ... Reactants: C(C)(C)N(C(C)C)CC (N,N-diisopropylethylamine), C1(CC1)C#CC1(C2=C(NC(O1)=O)C=CC(=C2)OCCCC(=O)O)C(F)(F)F (4-(4-cyclopropylethynyl-2-oxo-4-trifluoromethyl-1,4-dihydro-2H-benzo[d][1,3]oxazin-6-yloxy)-butyric Acid), [B-](F)(F)(F)F.CN(C)C(=[N+](C)C)ON1C(=O)CCC1=O (O-(N-succinimidyl)-N,N,N′,N′-tetramethyluronium tetrafluoroborate). The solvent is C1CCOC1 (THF). Yields the product O=C1N(C(CC1)=O)OC(CCCOC1=CC2=C(NC(OC2(C(F)(F)F)C#CC2CC2)=O)C=C1)=O (4-(4-cyclopropylethynyl-2-oxo-4-trifluoromethyl-1,4-dihydro-2H-benzo[d][1,3]oxazin-6-yloxy)-butyric Acid 2,5-dioxo-pyrrolidin-1-yl Ester). RXN SMILES: [CH:1]1([C:4]#[C:5][C:6]2([C:24]([F:27])([F:26])[F:25])[O:11][C:10](=[O:12])[NH:9][C:8]3[CH:13]=[CH:14][C:15]([O:17][CH2:18][CH2:19][CH2:20][C:21]([OH:23])=[O:22])=[CH:16][C:7]2=3)[CH2:3][CH2:2]1.C(N(CC)C(C)C)(C)C.[B-](F)(F)(F)F.CN(C(O[N:50]1[C:55](=[O:56])[CH2:54][CH2:53][C:51]1=[O:52])=[N+](C)C)C>C1COCC1>[O:52]=[C:51]1[CH2:53][CH2:54][C:55](=[O:56])[N:50]1[O:22][C:21](=[O:23])[CH2:20][CH2:19][CH2:18][O:17][C:15]1[CH:14]=[CH:13][C:8]2[NH:9][C:10](=[O:12])[O:11][C:6]([C:5]#[C:4][CH:1]3[CH2:3][CH2:2]3)([C:24]([F:27])([F:26])[F:25])[C:7]=2[CH:16]=1 |f:2.3|. Procedure: A solution of 35 mg (0.091 mmol) of the acid 11 in 2 mL of anhydrous THF was cooled to 0° C., and 30 μL (0.15 mmol) of N,N-diisopropylethylamine was added followed by 40 mg (1.28 mmol) of O-(N-succinimidyl)-N,N,N′,N′-tetramethyluronium tetrafluoroborate. The reaction mixture was allowed to warm up to room temperature. The reaction mixture was concentrated under reduced pressure, and the residue was purified by RP preparative HPLC using acetonitrile and water as a mobile phase containing 0.1% of ... Reactants: CC=1C=C(C=CC1C)C1CC(CN(C1)C(=O)N1CCOCC1)C(=O)O (5-(3,4-Dimethylphenyl)-1-(morpholin-4-ylcarbonyl)piperidine-3-carboxylic acid), ON=C(CS(=O)(=O)C(C)C)N (N′-hydroxy-2-(propan-2-ylsulphonyl)ethanimidamide). Product: CC=1C=C(C=CC1C)C1CN(CC(C1)C1=NC(=NO1)CS(=O)(=O)C(C)C)C(=O)N1CCOCC1 ([3-(3,4-Dimethylphenyl)-5-{3-[(propan-2-ylsulphonyl)methyl]-1,2,4-oxadiazol-5-yl}piperidin-1-yl] (morpholin-4-yl)methanone). Reaction SMILES: [CH3:1][C:2]1[CH:3]=[C:4]([CH:9]2[CH2:14][N:13]([C:15]([N:17]3[CH2:22][CH2:21][O:20][CH2:19][CH2:18]3)=[O:16])[CH2:12][CH:11]([C:23](O)=[O:24])[CH2:10]2)[CH:5]=[CH:6][C:7]=1[CH3:8].O[N:27]=[C:28]([NH2:36])[CH2:29][S:30]([CH:33]([CH3:35])[CH3:34])(=[O:32])=[O:31]>>[CH3:1][C:2]1[CH:3]=[C:4]([CH:9]2[CH2:10][CH:11]([C:23]3[O:24][N:36]=[C:28]([CH2:29][S:30]([CH:33]([CH3:35])[CH3:34])(=[O:32])=[O:31])[N:27]=3)[CH2:12][N:13]([C:15]([N:17]3[CH2:18][CH2:19][O:20][CH2:21][CH2:22]3)=[O:16])[CH2:14]2)[CH:5]=[CH:6][C:7]=1[CH3:8]. Reported procedure: 100 mg (0.289 mmol) of the compound from Example 130A and 78 mg (0.433 mmol) of N′-hydroxy-2-(propan-2-ylsulphonyl)ethanimidamide were reacted according to the General Method 2. Yield: 108 mg (75% of theory) RXN SMILES: [CH2:1]([O:8][C:9]1[CH:26]=[CH:25][C:12]([O:13][C:14]2[CH:21]=[CH:20][C:17]([CH2:18]O)=[CH:16][C:15]=2[N+:22]([O-:24])=[O:23])=[CH:11][CH:10]=1)[C:2]1[CH:7]=[CH:6][CH:5]=[CH:4][CH:3]=1.S(Cl)([Cl:29])=O>C(Cl)(Cl)Cl>[CH2:1]([O:8][C:9]1[CH:26]=[CH:25][C:12]([O:13][C:14]2[CH:21]=[CH:20][C:17]([CH2:18][Cl:29])=[CH:16][C:15]=2[N+:22]([O-:24])=[O:23])=[CH:11][CH:10]=1)[C:2]1[CH:7]=[CH:6][CH:5]=[CH:4][CH:3]=1. Product: C(C1=CC=CC=C1)OC1=CC=C(OC2=C(C=C(CCl)C=C2)[N+](=O)[O-])C=C1 (4-[4-(benzyloxy)-phenoxy]-3-nitrobenzyl chloride). Starting materials: C(C1=CC=CC=C1)OC1=CC=C(OC2=C(C=C(CO)C=C2)[N+](=O)[O-])C=C1 (4-[4-(benzyloxy)-phenoxy]-3-nitrobenzyl alcohol), S(=O)(Cl)Cl (thionyl chloride). Procedure: To a solution of 4-[4-(benzyloxy)-phenoxy]-3-nitrobenzyl alcohol (9.43 g, 26.9 mmol) in chloroform (60 ml) was added thionyl chloride (2 ml), followed by stirring at room temperature for 6 hours. After allowing to stand overnight, the reaction solution was washed with water and dried, and the solvent was evaporated under reduced pressure. The residue was purified by silica gel column chromatography [eluent; hexane - chloroform (1:1)] to give 4-[4-(benzyloxy)-phenoxy]-3-nitrobenzyl chloride (7.63... The solvent is C(Cl)(Cl)Cl (chloroform). Reaction conditions: time 6 hour.